The task is: describe an organic reaction: reactants, conditions, products, and yield. This data is from the Open Reaction Database (ORD), a public repository of structured organic reaction records. Reactants: C1COCCOCCOCCOCCO1, Cc1c(C=O)c[nH]c1-c1ccccc1, Cl, [H-], [Na+], C1CCOC1, O, O=S(=O)(Cl)c1cccnc1. The product is Cc1c(C=O)cn(S(=O)(=O)c2cccnc2)c1-c1ccccc1. Reaction SMILES: [CH2:17]1[O:18][CH2:19][CH2:20][O:21][CH2:22][CH2:23][O:24][CH2:25][CH2:26][O:27][CH2:28][CH2:29][O:30][CH2:31]1.[CH3:1][c:2]1[c:3]([CH:13]=[O:14])[cH:4][nH:5][c:6]1-[c:7]1[cH:8][cH:9][cH:10][cH:11][cH:12]1.[ClH:32].[H-:15].[Na+:16].[O:43]1[CH2:44][CH2:45][CH2:46][CH2:47]1.[OH2:48].[n:33]1[cH:34][c:35]([S:39](=[O:40])(=[O:41])[Cl:42])[cH:36][cH:37][cH:38]1>>[CH3:1][c:2]1[c:3]([CH:13]=[O:14])[cH:4][n:5]([S:39]([c:35]2[cH:34][n:33][cH:38][cH:37][cH:36]2)(=[O:40])=[O:41])[c:6]1-[c:7]1[cH:8][cH:9][cH:10][cH:11][cH:12]1. Starting materials: CC1=NOC(=C1)C=1C=CC=2N(N1)C(=NN2)CN ((6-(3-methylisoxazol-5-yl)-[1,2,4]triazolo[4,3-b]pyridazin-3-yl)methanamine), ClC=1C=CN=C2C=C(C=NC12)OC (8-chloro-3-methoxy-1,5-naphthyridine). Run in CC(CC)O (2-butanol). Conditions: temperature 120 celsius, time 4 hour. Yields the product COC1=CN=C2C(=CC=NC2=C1)NCC1=NN=C2N1N=C(C=C2)C2=CC(=NO2)C (7-methoxy-N-((6-(3-methylisoxazol-5-yl)-[1,2,4]-triazolo[4,3-b]pyridazin-3-yl)methyl)-1,5-naphthyridin-4-amine). Reaction SMILES: [CH3:1][C:2]1[CH:6]=[C:5]([C:7]2[CH:8]=[CH:9][C:10]3[N:11]([C:13]([CH2:16][NH2:17])=[N:14][N:15]=3)[N:12]=2)[O:4][N:3]=1.Cl[C:19]1[CH:20]=[CH:21][N:22]=[C:23]2[C:28]=1[N:27]=[CH:26][C:25]([O:29][CH3:30])=[CH:24]2>CC(O)CC>[CH3:30][O:29][C:25]1[CH:24]=[C:23]2[C:28]([C:19]([NH:17][CH2:16][C:13]3[N:11]4[N:12]=[C:7]([C:5]5[O:4][N:3]=[C:2]([CH3:1])[CH:6]=5)[CH:8]=[CH:9][C:10]4=[N:15][N:14]=3)=[CH:20][CH:21]=[N:22]2)=[N:27][CH:26]=1. Reported procedure: To a microwave vial (10-20 mL) was added (6-(3-methylisoxazol-5-yl)-[1,2,4]triazolo[4,3-b]pyridazin-3-yl)methanamine (1.00 g, 4.34 mmol) and 8-chloro-3-methoxy-1,5-naphthyridine (1.10 g, 5.65 mmol) in 2-butanol (12 mL). The suspension was stirred at 120° C. under microwave irradiation for four hours. The mixture was concentrated and taken up in ammonia in methanol (2.0 M) then purified by MPLC chromatography (eluted with 0-10% methanol in dichloromethane) to yield the product as a tan solid. MS ... Reactants: Cn1nnnc1-c1cccc(N)c1, O=C(Cl)Oc1ccccc1, ClCCl, Cl, Cc1cccc(C)n1. Yields the product Cn1nnnc1-c1cccc(NC(=O)Oc2ccccc2)c1. Reaction SMILES: [CH3:1][n:2]1[n:3][n:4][n:5][c:6]1-[c:7]1[cH:8][c:9]([NH2:13])[cH:10][cH:11][cH:12]1.[Cl:22][C:23](=[O:24])[O:25][c:26]1[cH:27][cH:28][cH:29][cH:30][cH:31]1.[Cl:33][CH2:34][Cl:35].[ClH:32].[n:14]1[c:15]([CH3:16])[cH:17][cH:18][cH:19][c:20]1[CH3:21]>>[CH3:1][n:2]1[n:3][n:4][n:5][c:6]1-[c:7]1[cH:8][c:9]([NH:13][C:23](=[O:24])[O:25][c:26]2[cH:27][cH:28][cH:29][cH:30][cH:31]2)[cH:10][cH:11][cH:12]1. Starting materials: O=C(NC(=S)Nc1cc(Br)c(F)cc1F)c1ccccc1, C1CCOC1, [Na+], [OH-], O. Yields the product NC(=S)Nc1cc(Br)c(F)cc1F. Reaction SMILES: [C:1](=[O:2])([c:3]1[cH:4][cH:5][cH:6][cH:7][cH:8]1)[NH:9][C:10](=[S:11])[NH:12][c:13]1[c:14]([F:21])[cH:15][c:16]([F:20])[c:17]([Br:19])[cH:18]1.[CH2:24]1[O:25][CH2:26][CH2:27][CH2:28]1.[Na+:23].[OH-:22].[OH2:29]>>[NH2:9][C:10](=[S:11])[NH:12][c:13]1[c:14]([F:21])[cH:15][c:16]([F:20])[c:17]([Br:19])[cH:18]1. Product: COc1cc2ncc(C#N)c(Nc3cccc(NC(C)=O)c3)c2cc1OC. As a reaction SMILES: [CH3:25][C:26](=[O:27])[O:28][C:29](=[O:30])[CH3:31].[CH3:32][C:33](=[O:34])[OH:35].[NH2:1][c:2]1[cH:3][c:4]([NH:8][c:9]2[c:10]([C:23]#[N:24])[cH:11][n:12][c:13]3[cH:14][c:15]([O:21][CH3:22])[c:16]([O:19][CH3:20])[cH:17][c:18]23)[cH:5][cH:6][cH:7]1>>[NH:1]([c:2]1[cH:3][c:4]([NH:8][c:9]2[c:10]([C:23]#[N:24])[cH:11][n:12][c:13]3[cH:14][c:15]([O:21][CH3:22])[c:16]([O:19][CH3:20])[cH:17][c:18]23)[cH:5][cH:6][cH:7]1)[C:26]([CH3:25])=[O:27]. The reactants are CC(=O)OC(C)=O, CC(=O)O, COc1cc2ncc(C#N)c(Nc3cccc(N)c3)c2cc1OC. Reactants: NC1=C2C(=NC=N1)N(N=C2C2=CC=C(C=C2)OC2=CC=CC=C2)C2CN(CCC2)C(=O)OC(C)(C)C (tert-butyl 3-[4-amino-3-(4-phenoxyphenyl)-1H-pyrazolo[3,4-d]pyrimidin-1-yl]piperidine-1-carboxylate). The solvent is ClCCl (dichloromethane), FC(C(=O)O)(F)F (trifluoroacetic acid). Reaction conditions: time 12 hour. The product is O(C1=CC=CC=C1)C1=CC=C(C=C1)C1=NN(C2=NC=NC(=C21)N)C2CNCCC2 (3-(4-phenoxyphenyl)-1-(piperidin-3-yl)-1H-pyrazolo[3,4-d]pyrimidin-4-amine). Isolated yield 104.2%. RXN SMILES: [NH2:1][C:2]1[N:7]=[CH:6][N:5]=[C:4]2[N:8]([CH:24]3[CH2:29][CH2:28][CH2:27][N:26](C(OC(C)(C)C)=O)[CH2:25]3)[N:9]=[C:10]([C:11]3[CH:16]=[CH:15][C:14]([O:17][C:18]4[CH:23]=[CH:22][CH:21]=[CH:20][CH:19]=4)=[CH:13][CH:12]=3)[C:3]=12>ClCCl.FC(F)(F)C(O)=O>[O:17]([C:14]1[CH:13]=[CH:12][C:11]([C:10]2[C:3]3[C:4](=[N:5][CH:6]=[N:7][C:2]=3[NH2:1])[N:8]([CH:24]3[CH2:29][CH2:28][CH2:27][NH:26][CH2:25]3)[N:9]=2)=[CH:16][CH:15]=1)[C:18]1[CH:23]=[CH:22][CH:21]=[CH:20][CH:19]=1. Procedure details: A mixture of tert-butyl 3-[4-amino-3-(4-phenoxyphenyl)-1H-pyrazolo[3,4-d]pyrimidin-1-yl]piperidine-1-carboxylate (700 mg, 1.44 mmol, 1.00 equiv) in dichloromethane (100 mL) and trifluoroacetic acid (20 mL) was stirred at room temperature for 12 h. The reaction mixture was concentrated under vacuum to yield 580 mg of crude 3-(4-phenoxyphenyl)-1-(piperidin-3-yl)-1H-pyrazolo[3,4-d]pyrimidin-4-amine as a yellow oil.